From a dataset of the Open Reaction Database (ORD), a public repository of structured organic reaction records. describe an organic reaction: reactants, conditions, products, and yield The product is FC(C=1C=C(C=C(C1)C(F)(F)F)CO[C@H]1[C@@]2(C[C@]([C@H](CC1)N2)(C=2N=NN(N2)C)F)C2=CC=CC=C2)(F)F ((1R*,2R*,5S*,6S*)-2-{[3,5-Bis(trifluoromethyl)phenyl]methoxy}-6-fluoro-6-(2-methyl-2H-tetrazol-5-yl)-1-phenyl-8-azabicyclo[3.2.1]octane). Conditions: time 30 minute. Reported procedure: A mixture of (1R*,2R*,5S*,6S*)-8-benzyl-2-{[3,5-bis(trifluoromethyl)phenyl]-methoxy}-6-fluoro-6-(2-methyl-2H-tetrazol-5-yl)-1-phenyl-8-azabicyclo[3.2.1]octane (Example 173b; 74 mg, 0.12 mmol) was treated with an etheral solution of hydrogen chloride and concentrated. The residue was dissolved in ethanol (20 ml) and 10% palladium on charcoal (109 mg) was added. The mixture was stirred under hydrogen atmosphere (1 atm) at +60° C. for 30 minutes. The reaction mixture was cooled to room temperature,... RXN SMILES: C([N:8]1[C@@H:13]2[C@:14]([F:22])([C:16]3[N:17]=[N:18][N:19]([CH3:21])[N:20]=3)[CH2:15][C@@:9]1([C:39]1[CH:44]=[CH:43][CH:42]=[CH:41][CH:40]=1)[C@H:10]([O:23][CH2:24][C:25]1[CH:30]=[C:29]([C:31]([F:34])([F:33])[F:32])[CH:28]=[C:27]([C:35]([F:38])([F:37])[F:36])[CH:26]=1)[CH2:11][CH2:12]2)C1C=CC=CC=1.Cl>>[F:33][C:31]([F:32])([F:34])[C:29]1[CH:30]=[C:25]([CH2:24][O:23][C@@H:10]2[CH2:11][CH2:12][C@@H:13]3[NH:8][C@@:9]2([C:39]2[CH:40]=[CH:41][CH:42]=[CH:43][CH:44]=2)[CH2:15][C@@:14]3([F:22])[C:16]2[N:17]=[N:18][N:19]([CH3:21])[N:20]=2)[CH:26]=[C:27]([C:35]([F:38])([F:37])[F:36])[CH:28]=1. The yield is 81.8%. The reactants are C(C1=CC=CC=C1)N1[C@@]2([C@@H](CC[C@H]1[C@@](C2)(C=2N=NN(N2)C)F)OCC2=CC(=CC(=C2)C(F)(F)F)C(F)(F)F)C2=CC=CC=C2 ((1R*,2R*,5S*,6S*)-8-benzyl-2-{[3,5-bis(trifluoromethyl)phenyl]-methoxy}-6-fluoro-6-(2-methyl-2H-tetrazol-5-yl)-1-phenyl-8-azabicyclo[3.2.1]octane), Cl (hydrogen chloride). Reactants: OC1[C@@H](O)[C@H](O)[C@H](O)[C@@H](O1)C (L-fucopyranose), OC1[C@H](O)[C@@H](O)[C@@H](O)[C@H](O1)C (D-fucopyranose), CN(C=O)C (dimethylformamide), 4'-acetyl-2',3'-O-benzyl-L-fucopyranose, CN(C)C=O (DMF), 4'-acetyl-2,3-O-benzyl D-fucopyranose. The reagents and catalysts are CN(C1=CC=NC=C1)C (4-(dimethylamino)pyridine), CN(C)C=1C=CN=CC1 (DMAP). Solvent: N1=CC=CC=C1 (pyridine). The product is O=C[C@@H](O)[C@H](O)[C@H](O)[C@@H](O)C (fucose). As a reaction SMILES: [OH:1][CH:2]1[O:10][C@@H:9]([CH3:11])[C@@H:7]([OH:8])[C@@H:5]([OH:6])[C@@H:3]1[OH:4].CN(C=O)C.OC1O[C@H](C)[C@H](O)[C@H](O)[C@H]1O>CN(C1C=CN=CC=1)C.N1C=CC=CC=1>[O:1]=[CH:2][C@H:3]([C@@H:5]([C@@H:7]([C@H:9]([CH3:11])[OH:10])[OH:8])[OH:6])[OH:4]. Reported procedure: For example, L-fucopyranose was transformed into a 4'-acetyl-2',3'-O-benzyl-L-fucopyranose following a method described in Dale, J. K. et al., J. Chem. Soc. 52:2534 (1930); and Hockett, R. C. et al., J. Am. Chem. Soc. 61:1658 (1939). See Scheme I in FIG. 12 (DMF=dimethylformamide; DMAP=4-(dimethylamino)pyridine; Bn=benzyl; and pyr=pyridine.). Similarly, D-fucopyranose can be converted to 4'-acetyl-2,3-O-benzyl D-fucopyranose. Starting materials: C1CNCCN1, NC(=O)c1ccc(F)cc1, O. Yields the product NC(=O)c1ccc(N2CCNCC2)cc1. Reaction SMILES: [CH2:1]1[CH2:2][NH:3][CH2:4][CH2:5][NH:6]1.[F:7][c:8]1[cH:9][cH:10][c:11]([C:12](=[O:13])[NH2:14])[cH:15][cH:16]1.[OH2:17]>>[CH2:1]1[CH2:2][N:3]([c:8]2[cH:9][cH:10][c:11]([C:12](=[O:13])[NH2:14])[cH:15][cH:16]2)[CH2:4][CH2:5][NH:6]1. The reactants are N([C@@H](CCCCNC(=O)OCC1=CC=CC=C1)C(=O)O)C(=O)OC(C)(C)C (Boc-L-Lys(Z)OH), C(=O)([O-])[O-].[Cs+].[Cs+] (Cs2CO3), CI (methyl iodide). The solvent is CN(C)C=O (DMF). Reaction conditions: time 2 hour. Yields the product C(C1=CC=CC=C1)OC(=O)NCCCC[C@@H](C(=O)OC)NC(=O)OC(C)(C)C ((S)-Methyl 6-(benzyloxycarbonylamino)-2-(tert-butoxycarbonylamino)hexanoate). The yield is 97.5%. RXN SMILES: [NH:1]([C:21]([O:23][C:24]([CH3:27])([CH3:26])[CH3:25])=[O:22])[C@H:2]([C:18]([OH:20])=[O:19])[CH2:3][CH2:4][CH2:5][CH2:6][NH:7][C:8]([O:10][CH2:11][C:12]1[CH:17]=[CH:16][CH:15]=[CH:14][CH:13]=1)=[O:9].[C:28]([O-])([O-])=O.[Cs+].[Cs+].CI>CN(C=O)C>[CH2:11]([O:10][C:8]([NH:7][CH2:6][CH2:5][CH2:4][CH2:3][C@H:2]([NH:1][C:21]([O:23][C:24]([CH3:27])([CH3:26])[CH3:25])=[O:22])[C:18]([O:20][CH3:28])=[O:19])=[O:9])[C:12]1[CH:17]=[CH:16][CH:15]=[CH:14][CH:13]=1 |f:1.2.3|. Reported procedure: To a solution of Boc-L-Lys(Z)OH (2.00 g, 5.2 mmol) in dry DMF (50 mL) was added Cs2CO3 (1.71 g, 5.2 mmol). The mixture was stirred at rt for 2 h. To the reaction mixture was then added dropwise methyl iodide (392 μL, 6.3 mmol) and the mixture was stirred at rt overnight. The solvent was removed in vacuo and the residue was dissolved in EtOAc (100 mL) and washed with saturated NaHCO3 solution water and brine. The organic layer was dried over MgSO4, filtered and concentrated in vacuo. The crude co... Reactants: CC=1C=C(C=CC1N(C)C)C=CC(CC(=O)OC)=O (methyl 5-(3-methyl-4-dimethylaminophenyl)-3-oxo-4-pentenoate), N,N-dimethylformamidodimethylacetal, ClC=1C(C(=C(C(C1Cl)=O)C#N)C#N)=O (2,3-dichloro-5,6-dicyano-p-benzoquinone), FC1=CC=C(N)C=C1 (p-fluoroaniline). The solvent is CN(C=O)C (N,N-dimethylformamide), C1=CC=CC=C1 (benzene), O1CCOCC1 (dioxane). Yields the product FC1=CC=C(C=C1)N1C=C(C(=O)OC)C(C=C1C1=CC(=C(C=C1)N(C)C)C)=O (methyl 1-(4-fluorophenyl)-6-(3-methyl-4-dimethylaminophenyl)-4-oxo-1,4-dihydronicotinate). The yield is 61.8%. RXN SMILES: [CH3:1][C:2]1[CH:3]=[C:4]([CH:11]=[CH:12][C:13](=[O:19])[CH2:14][C:15]([O:17][CH3:18])=[O:16])[CH:5]=[CH:6][C:7]=1[N:8]([CH3:10])[CH3:9].[F:20][C:21]1[CH:27]=[CH:26][C:24]([NH2:25])=[CH:23][CH:22]=1.Cl[C:29]1C(=O)C(C#N)=C(C#N)C(=O)C=1Cl>CN(C)C=O.O1CCOCC1.C1C=CC=CC=1>[F:20][C:21]1[CH:27]=[CH:26][C:24]([N:25]2[C:11]([C:4]3[CH:5]=[CH:6][C:7]([N:8]([CH3:9])[CH3:10])=[C:2]([CH3:1])[CH:3]=3)=[CH:12][C:13](=[O:19])[C:14]([C:15]([O:17][CH3:18])=[O:16])=[CH:29]2)=[CH:23][CH:22]=1. Reported procedure: In 10 ml of N,N-dimethylformamide was dissolved 2.0 g of methyl 5-(3-methyl-4-dimethylaminophenyl)-3-oxo-4-pentenoate, and 1.1 g of N,N-dimethylformamidodimethylacetal was added to the resulting solution, after which they were reacted at 70° C. for 1.5 hours. To the reaction mixture was then added 1.0 g of p-fluoroaniline at 70° C., and they were reacted at 80° C. for 2 hours and further at 140° C. for 3 hours. After completion of the reaction, the reaction mixture was cooled to room temperature... Starting materials: CCCCO, COc1ccc(C2OCC3CC(Nc4cc(Cl)ncn4)CC3O2)cc1, OCC1CC(Nc2cc(Cl)ncn2)CC1O, NC1CCc2ccccc21. Reaction SMILES: [CH2:52]([OH:53])[CH2:54][CH2:55][CH3:56].[Cl:17][c:18]1[n:19][cH:20][n:21][c:22]([NH:23][CH:24]2[CH2:25][CH:26]3[O:27][CH:28]([c:29]4[cH:30][cH:31][c:32]([O:33][CH3:34])[cH:35][cH:36]4)[O:37][CH2:38][CH:39]3[CH2:40]2)[cH:41]1.[Cl:1][c:2]1[cH:3][c:4]([NH:8][CH:9]2[CH2:10][CH:11]([CH2:15][OH:16])[CH:12]([OH:14])[CH2:13]2)[n:5][cH:6][n:7]1.[NH2:42][CH:43]1[CH2:44][CH2:45][c:46]2[cH:47][cH:48][cH:49][cH:50][c:51]21>>[c:2]1([NH:42][CH:43]2[CH2:44][CH2:45][c:46]3[cH:47][cH:48][cH:49][cH:50][c:51]32)[cH:3][c:4]([NH:8][CH:9]2[CH2:10][CH:11]([CH2:15][OH:16])[CH:12]([OH:14])[CH2:13]2)[n:5][cH:6][n:7]1. The product is OCC1CC(Nc2cc(NC3CCc4ccccc43)ncn2)CC1O.